Dataset: the Open Reaction Database (ORD), a public repository of structured organic reaction records. Task: describe an organic reaction: reactants, conditions, products, and yield The reactants are NC1=CC=CC=C1 (aniline), N1=CC=CC=C1 (pyridine), C1(=CC=CC=2C3=CC=CC=C3CC12)C(=O)Cl (fluorene-1-carbonyl chloride). Run in ClCCl (dichloromethane), ClCCl (dichloromethane), ClCCl (dichloromethane). Reaction conditions: time 2 hour. The product is N1=CC(=CC=C1)C=1C=C(C=CC1)NC(=O)C1=CC=CC=2C3=CC=CC=C3CC12 (N-(3-(pyridin-3-yl)phenyl)-9H-fluorene-1-carboxamide). Isolated yield 87.6%. As a reaction SMILES: [NH2:1][C:2]1[CH:7]=[CH:6][CH:5]=[CH:4][CH:3]=1.[N:8]1[CH:13]=[CH:12][CH:11]=[CH:10][CH:9]=1.[C:14]1([C:27](Cl)=[O:28])[C:26]2[CH2:25][C:24]3[C:19](=[CH:20][CH:21]=[CH:22][CH:23]=3)[C:18]=2[CH:17]=[CH:16][CH:15]=1>ClCCl>[N:8]1[CH:13]=[CH:12][CH:11]=[C:10]([C:4]2[CH:3]=[C:2]([NH:1][C:27]([C:14]3[C:26]4[CH2:25][C:24]5[C:19](=[CH:20][CH:21]=[CH:22][CH:23]=5)[C:18]=4[CH:17]=[CH:16][CH:15]=3)=[O:28])[CH:7]=[CH:6][CH:5]=2)[CH:9]=1. Procedure: To a suspension of 3-pyridin-3-yl)aniline (0.17 g) and pyridine (0.24 ml) in dichloromethane (3 ml) was dropwise added a solution of the fluorene-1-carbonyl chloride (0.23 g) in dichloromethane (2 ml) followed by stirring for 2 hours. The mixture was diluted with dichloromethane and washed with an aqueous solution of sodium hydrogen carbonate and brine. The separated organic layer was dried over sodium sulfate and evaporated under reduced pressure. The residue was purified by a silica gel column... The reactants are compound, [Si](C1=CC=CC=C1)(C1=CC=CC=C1)(C(C)(C)C)OCC=1N=C(N(C1C)COCC[Si](C)(C)C)C(C)=O (1-[4-(tert-Butyldiphenylsilyloxymethyl)-5-methyl-1-(2-trimethylsilylethoxymethyl)-1H-imidazol-2-yl]ethanone), CCCC[N+](CCCC)(CCCC)CCCC.[F-] (TBAF). The solvent is C1CCOC1 (THF), O (water). Run at time 1 hour. Yields the product OCC=1N=C(N(C1C)COCC[Si](C)(C)C)C(C)=O (1-[4-Hydroxymethyl-5-methyl-1-(2-trimethylsilylethoxymethyl)-1H-imidazol-2-yl]ethanone). RXN SMILES: [Si]([O:18][CH2:19][C:20]1[N:21]=[C:22]([C:34](=[O:36])[CH3:35])[N:23]([CH2:26][O:27][CH2:28][CH2:29][Si:30]([CH3:33])([CH3:32])[CH3:31])[C:24]=1[CH3:25])(C(C)(C)C)(C1C=CC=CC=1)C1C=CC=CC=1.CCCC[N+](CCCC)(CCCC)CCCC.[F-]>C1COCC1.O>[OH:18][CH2:19][C:20]1[N:21]=[C:22]([C:34](=[O:36])[CH3:35])[N:23]([CH2:26][O:27][CH2:28][CH2:29][Si:30]([CH3:32])([CH3:31])[CH3:33])[C:24]=1[CH3:25] |f:1.2|. Procedure: The compound (11.7 g) obtained in (1) was dissolved in THF (100 mL), followed by addition of TBAF (1.0 M THF solution, 24.7 mL) under stirring, and the stirring was continued for 1 hour. The reaction solution was diluted with water, followed by extraction with ethyl acetate. The combined extract was washed with saturated brine, dried over anhydrous sodium sulfate, and subsequently the solvent was distilled off under reduced pressure. The resulting residue was purified by flash chromatography (et...